From a dataset of the Open Reaction Database (ORD), a public repository of structured organic reaction records. describe an organic reaction: reactants, conditions, products, and yield Reactants: C(C)(C)(C)OC(=O)N1C(CCC1)C=1NC(=CN1)C1=C(C=C(C=C1)Cl)C#N (2-[5-(4-Chloro-2-cyano-phenyl)-1H-imidazol-2-yl]-pyrrolidine-1-carboxylic acid tert-butyl ester), C(C)(C)(C)OC(=O)N1CCCC1 (pyrrolidine-1-carboxylic acid tert-butyl ester), NO (hydroxylamine), oxime, CC(C)(C)[Si](C)(C)Cl (TBSCl), N1C=NC=C1 (imidazole), CC(C)(C)[Si](C)(C)Cl (TBSCl), N1C=NC=C1 (imidazole). Run in C(C)O (ethanol), CCOC(=O)C (EtOAc), CN(C)C=O (DMF). Reaction conditions: time 15 hour. Yields the product C(C)(C)(C)OC(=O)N1C(CCC1)C=1NC(=CN1)C1=C(C=C(C=C1)Cl)C=O (2-[5-(4-Chloro-2-formyl-phenyl)-1H-imidazol-2-yl]-pyrrolidine-1-carboxylic acid tert-butyl ester), C(C)(C)(C)OC(=O)N1C(CCC1)C=1NC(=CN1)C1=C(C=C(C=C1)Cl)C#N (2-[5-(4-Chloro-2-cyano-phenyl)-1H-imidazol-2-yl]-pyrrolidine-1-carboxylic acid tert-butyl ester). Isolated yield 51.0%. Reaction SMILES: [C:1]([O:5][C:6]([N:8]1[CH2:12][CH2:11][CH2:10][CH:9]1[C:13]1[NH:14][C:15]([C:18]2[CH:23]=[CH:22][C:21]([Cl:24])=[CH:20][C:19]=2[C:25]#[N:26])=[CH:16][N:17]=1)=[O:7])([CH3:4])([CH3:3])[CH3:2].C([O:31]C(N1CCCC1)=O)(C)(C)C.NO.CC([Si](Cl)(C)C)(C)C.N1C=CN=C1>C(O)C.CCOC(C)=O.CN(C=O)C>[C:1]([O:5][C:6]([N:8]1[CH2:12][CH2:11][CH2:10][CH:9]1[C:13]1[NH:14][C:15]([C:18]2[CH:23]=[CH:22][C:21]([Cl:24])=[CH:20][C:19]=2[CH:25]=[O:31])=[CH:16][N:17]=1)=[O:7])([CH3:4])([CH3:3])[CH3:2].[C:1]([O:5][C:6]([N:8]1[CH2:12][CH2:11][CH2:10][CH:9]1[C:13]1[NH:14][C:15]([C:18]2[CH:23]=[CH:22][C:21]([Cl:24])=[CH:20][C:19]=2[C:25]#[N:26])=[CH:16][N:17]=1)=[O:7])([CH3:4])([CH3:2])[CH3:3]. Procedure details: 2-(5-Bromo-1H-imidazol-2-yl)-pyrrolidine-1-carboxylic acid tert-butyl ester (2.00 g, 6.32 mmol), 4-Chloro-2-formyl-phenylboronic acid (1.17 g, 6.32 mmol), Pd(PPh3)4 (365 mg, 0.316 mmol), Pd(dppf)C12-DCM (258 mg, 0.316 mmol) K2CO3 (2 M, 6.3 mL, 12.6 mmol) and DME (30 mL) were combined in a round bottom flask. The stirred suspension was degassed for 10 minutes with bubbling N2 then heated to 85° C. After 4 h, the reaction mixture was poured into saturated aqueous NaHCO3. The aqueous phase was extr... Reactants: N1=C(C=CC=C1)C(=O)C1=C(C=CC=C1)N1N=C(N=C1CCl)C(=O)OCC (ethyl 1-[2-(2-pyridinecarbonyl)phenyl]-5-chloromethyl-1H-1,2,4-triazole-3-carboxylate), [OH-].[Na+] (sodium hydroxide). The solvent is C(C)O (ethanol). Reaction conditions: time 20 minute. Product: N1=C(C=CC=C1)C(=O)C1=C(C=CC=C1)N1N=C(N=C1CCl)C(=O)O (1-[2-(2-pyridinecarbonyl)phenyl]-5-chloromethyl-1H-1,2,4-triazole-3-carboxylic acid). RXN SMILES: [N:1]1[CH:6]=[CH:5][CH:4]=[CH:3][C:2]=1[C:7]([C:9]1[CH:14]=[CH:13][CH:12]=[CH:11][C:10]=1[N:15]1[C:19]([CH2:20][Cl:21])=[N:18][C:17]([C:22]([O:24]CC)=[O:23])=[N:16]1)=[O:8].[OH-].[Na+]>C(O)C>[N:1]1[CH:6]=[CH:5][CH:4]=[CH:3][C:2]=1[C:7]([C:9]1[CH:14]=[CH:13][CH:12]=[CH:11][C:10]=1[N:15]1[C:19]([CH2:20][Cl:21])=[N:18][C:17]([C:22]([OH:24])=[O:23])=[N:16]1)=[O:8] |f:1.2|. Procedure: To a solution of 3.0 g. of ethyl 1-[2-(2-pyridinecarbonyl)phenyl]-5-chloromethyl-1H-1,2,4-triazole-3-carboxylate in 40 ml. of ethanol is added 9 ml. of 1N-sodium hydroxide solution with stirring at room temperature. After strirring for 20 minutes, the solvent is evaporated by distillation, and neutralized with 9 ml. of 1N-hydrochloric acid. The precipitated crystals are collected by filtration, washed successively with water, ethanol and ether and then dried to give 1-[2-(2-pyridinecarbonyl)phen... Starting materials: C(=O)(OC(C)(C)C)N[C@H](CCCNC(=O)OCC1=CC=CC=C1)C(=O)N[C@@H](CO)C1=CC=C(C=C1)OC ((R)-N2 -(Boc)-N5 -(Cbz)-(R)-N-[2-hydroxy-1-(4-methoxyphenyl)ethyl]ornithine amide), Cl.CCOC(=O)C (HCl EtOAc). Solvent: CCOC(=O)C (EtOAc). Yields the product Cl.C(=O)(OCC1=CC=CC=C1)NCCC[C@@H](N)C(=O)N[C@@H](CO)C1=CC=C(C=C1)OC ((R)-N5 -(Cbz)-(R)-N-[2-hydroxy-1-(4-methoxyphenyl)ethyl]ornithine amide hydrochloride). RXN SMILES: C([NH:8][C@@H:9]([C:24]([NH:26][C@H:27]([C:30]1[CH:35]=[CH:34][C:33]([O:36][CH3:37])=[CH:32][CH:31]=1)[CH2:28][OH:29])=[O:25])[CH2:10][CH2:11][CH2:12][NH:13][C:14]([O:16][CH2:17][C:18]1[CH:23]=[CH:22][CH:21]=[CH:20][CH:19]=1)=[O:15])(OC(C)(C)C)=O.[ClH:38].CCOC(C)=O>CCOC(C)=O>[ClH:38].[C:14]([NH:13][CH2:12][CH2:11][CH2:10][C@H:9]([C:24]([NH:26][C@H:27]([C:30]1[CH:31]=[CH:32][C:33]([O:36][CH3:37])=[CH:34][CH:35]=1)[CH2:28][OH:29])=[O:25])[NH2:8])([O:16][CH2:17][C:18]1[CH:19]=[CH:20][CH:21]=[CH:22][CH:23]=1)=[O:15] |f:1.2,4.5|. Procedure details: Prepared according to the method described in Example 1(b) above from crude (R)-N2 -(Boc)-N5 -(Cbz)-(R)-N-[2-hydroxy-1-(4-methoxyphenyl)-ethyl]ornithine amide (3.7 g; from step (a) above), EtOAc (100 mL) and HCl/EtOAc (100 mL), 18 hours reaction time. The solution was concentrated to give the crude sub-title compound as a yellow crushable foam (3.3 g) which was used without purification.